Dataset: the Open Reaction Database (ORD), a public repository of structured organic reaction records. Task: describe an organic reaction: reactants, conditions, products, and yield Starting materials: CCCCO, CCN(C(C)C)C(C)C, Cc1cc(Nc2nc(Cl)ncc2C)n[nH]1, CC(N)c1ncc(F)cn1. Yields the product Cc1cc(Nc2nc(NC(C)c3ncc(F)cn3)ncc2C)n[nH]1. As a reaction SMILES: [CH2:35]([OH:36])[CH2:37][CH2:38][CH3:39].[CH:26]([N:27]([CH2:28][CH3:29])[CH:30]([CH3:31])[CH3:32])([CH3:33])[CH3:34].[Cl:11][c:12]1[n:13][cH:14][c:15]([CH3:25])[c:16]([NH:18][c:19]2[n:20][nH:21][c:22]([CH3:24])[cH:23]2)[n:17]1.[F:1][c:2]1[cH:3][n:4][c:5]([CH:8]([CH3:9])[NH2:10])[n:6][cH:7]1>>[F:1][c:2]1[cH:3][n:4][c:5]([CH:8]([CH3:9])[NH:10][c:12]2[n:13][cH:14][c:15]([CH3:25])[c:16]([NH:18][c:19]3[n:20][nH:21][c:22]([CH3:24])[cH:23]3)[n:17]2)[n:6][cH:7]1. Reactants: ClC(Cl)Cl, CCOCCC(=O)CCl, c1ccc(P(c2ccccc2)c2ccccc2)cc1. Yields the product CCOCCC(=O)C=P(c1ccccc1)(c1ccccc1)c1ccccc1. As a reaction SMILES: [CH:29]([Cl:30])([Cl:31])[Cl:32].[Cl:1][CH2:2][C:3]([CH2:4][CH2:5][O:6][CH2:7][CH3:8])=[O:9].[c:10]1([P:16]([c:17]2[cH:18][cH:19][cH:20][cH:21][cH:22]2)[c:23]2[cH:24][cH:25][cH:26][cH:27][cH:28]2)[cH:11][cH:12][cH:13][cH:14][cH:15]1>>[CH:2]([C:3]([CH2:4][CH2:5][O:6][CH2:7][CH3:8])=[O:9])=[P:16]([c:10]1[cH:11][cH:12][cH:13][cH:14][cH:15]1)([c:17]1[cH:18][cH:19][cH:20][cH:21][cH:22]1)[c:23]1[cH:24][cH:25][cH:26][cH:27][cH:28]1. The solvent is CN(C)C=O (DMF). Product: COC1=CC2=C(C=3N(C4=CC=C(C=C4C3CS2)OC)C)C=C1 (3,8-dimethoxy-11-methyl-6,11-dihydro-5-thia-11-aza-benzo[a]fluorene). Reaction SMILES: [CH3:1]I.[CH3:3][O:4][C:5]1[CH:23]=[CH:22][C:8]2[C:9]3[NH:10][C:11]4[C:16]([C:17]=3[CH2:18][S:19][C:7]=2[CH:6]=1)=[CH:15][C:14]([O:20][CH3:21])=[CH:13][CH:12]=4.[H-].[Na+]>CN(C=O)C>[CH3:3][O:4][C:5]1[CH:23]=[CH:22][C:8]2[C:9]3[N:10]([CH3:1])[C:11]4[C:16]([C:17]=3[CH2:18][S:19][C:7]=2[CH:6]=1)=[CH:15][C:14]([O:20][CH3:21])=[CH:13][CH:12]=4 |f:2.3|. The reactants are CI (CH3I), COC1=CC2=C(C=3NC4=CC=C(C=C4C3CS2)OC)C=C1 (3,8-dimethoxy-6,11-dihydro-5-thia-11-aza-benzo[a]fluorene), [H-].[Na+] (NaH). Conditions: temperature 25 celsius, time 2 hour. Reported procedure: CH3I (108 mg, 0.758 mmol, 1.5 eq.) was added to a mixture of 3,8-dimethoxy-6,11-dihydro-5-thia-11-aza-benzo[a]fluorene (150 mg, 0.505 mmol) and NaH (61 mg, 60% in mineral oil, 1.515 mmol, 3.0 eq.) in DMF. The reaction mixture was then stirred at 25° C. for 2 hours. The reaction mixture was partitioned between EtOAc and saturated NaHCO3 aqueous solution. The aqueous layer was extracted three times with EtOAc. The combined organic layer was washed with brine, dried over anhydrous Na2SO4, filtered ...